From a dataset of the Open Reaction Database (ORD), a public repository of structured organic reaction records. describe an organic reaction: reactants, conditions, products, and yield Reaction SMILES: [F:1][C:2]1[CH:7]=[CH:6][CH:5]=[CH:4][C:3]=1[CH2:8][CH:9](O)[CH:10]([C:12]1[CH:17]=[CH:16][N:15]=[CH:14][CH:13]=1)[CH3:11].S(Cl)(Cl)=O>>[F:1][C:2]1[CH:7]=[CH:6][CH:5]=[CH:4][C:3]=1[CH2:8]/[CH:9]=[C:10](\[C:12]1[CH:13]=[CH:14][N:15]=[CH:16][CH:17]=1)/[CH3:11]. Yield: 36.6%. Starting materials: FC1=C(C=CC=C1)CC(C(C)C1=CC=NC=C1)O (1-(2-fluorophenyl)-3-(4-pyridyl)-2-butanol), S(=O)(Cl)Cl (thionyl chloride). Reported procedure: To the said solid, that is, 1.59 g (6.49 mmol) of 1-(2-fluorophenyl)-3-(4-pyridyl)-2-butanol, 2.5 ml of thionyl chloride was added and stirred for one hour at 40° C. After distilling away excessive thionyl chloride under reduced pressure, water was added and the residue was alkalized with sodium carbonate and was extracted with ethyl acetate. After drying over anhydrous sodium sulfate, ethyl acetate was distilled away under reduced pressure to obtain a brown oily substance. The resulting oily su... Reaction conditions: temperature 40 celsius, time 1 hour. The product is FC1=C(C=CC=C1)C\C=C(\C)/C1=CC=NC=C1 ((Z)-1-(2-fluorophenyl)-3-(4-pyridyl)-2-butene). Starting materials: CCCBr, O=C([O-])[O-], CC#N, COC(=O)c1cc(Cl)ccc1O, [K+], [K+]. Yields the product CCCOc1ccc(Cl)cc1C(=O)OC. RXN SMILES: [Br:1][CH2:2][CH2:3][CH3:4].[C:17](=[O:18])([O-:19])[O-:20].[CH3:23][C:24]#[N:25].[Cl:5][c:6]1[cH:7][cH:8][c:9]([OH:16])[c:10]([C:11](=[O:12])[O:13][CH3:14])[cH:15]1.[K+:21].[K+:22]>>[CH2:2]([CH2:3][CH3:4])[O:16][c:9]1[cH:8][cH:7][c:6]([Cl:5])[cH:15][c:10]1[C:11](=[O:12])[O:13][CH3:14]. The reactants are C[Al](C)C (Trimethylaluminum), COC(CC=1CCN(CC1)C(=O)OCC1=CC=CC=C1)=O (benzyl 4-(2-methoxy-2-oxoethyl)-3,6-dihydropyridine-1(2H)-carboxylate), NC1=NC=CC=C1Br (2-amino-3-bromopyridine). Run in ClCCCl (1,2-dichloroethane). Conditions: temperature 55 celsius, time 30 minute. The product is BrC=1C(=NC=CC1)NC(CC=1CCN(CC1)C(=O)OCC1=CC=CC=C1)=O (Benzyl 4-{2-[(3-bromopyridin-2-yl)amino]-2-oxoethyl}-3,6-dihydropyridine-1(2H)-carboxylate). Isolated yield 189.0%. RXN SMILES: C[Al](C)C.CO[C:7](=[O:25])[CH2:8][C:9]1[CH2:10][CH2:11][N:12]([C:15]([O:17][CH2:18][C:19]2[CH:24]=[CH:23][CH:22]=[CH:21][CH:20]=2)=[O:16])[CH2:13][CH:14]=1.[NH2:26][C:27]1[C:32]([Br:33])=[CH:31][CH:30]=[CH:29][N:28]=1>ClCCCl>[Br:33][C:32]1[C:27]([NH:26][C:7](=[O:25])[CH2:8][C:9]2[CH2:10][CH2:11][N:12]([C:15]([O:17][CH2:18][C:19]3[CH:20]=[CH:21][CH:22]=[CH:23][CH:24]=3)=[O:16])[CH2:13][CH:14]=2)=[N:28][CH:29]=[CH:30][CH:31]=1. Procedure: Trimethylaluminum (2.0 M, 2.05 mL, 4.10 mol) was added slowly to a 0° C. solution of benzyl 4-(2-methoxy-2-oxoethyl)-3,6-dihydropyridine-1(2H)-carboxylate (0.79 g, 2.73 mol) and 2-amino-3-bromopyridine (0.520 g, 3.00 mmol) in 1,2-dichloroethane (15 mL). After 30 min, the reaction was heated to 55° C. for 48 h. The reaction was quenched by the careful addition of saturated aqueous sodium bicarbonate and the mixture extracted with dichlormethane (4×). The combined organic layers were washed with 1... The reactants are C(C1=CC=CC=C1)N1C(=CC2=C(C=CC=C12)OCC1=CC=CC=C1)C (1-Benzyl-4-benzyloxy-2-methyl-1H-indole). Reagents/catalysts: [Pd] (Pd/C). Run in CO (methanol), C(C)(=O)OCC (ethyl acetate). Product: C(C1=CC=CC=C1)N1C(=CC=2C(=CC=CC12)O)C (1-Benzyl-2-methyl-1H-indol-4-ol). RXN SMILES: [CH2:1]([N:8]1[C:16]2[C:11](=[C:12]([O:17]CC3C=CC=CC=3)[CH:13]=[CH:14][CH:15]=2)[CH:10]=[C:9]1[CH3:25])[C:2]1[CH:7]=[CH:6][CH:5]=[CH:4][CH:3]=1>CO.C(OCC)(=O)C.[Pd]>[CH2:1]([N:8]1[C:16]2[CH:15]=[CH:14][CH:13]=[C:12]([OH:17])[C:11]=2[CH:10]=[C:9]1[CH3:25])[C:2]1[CH:3]=[CH:4][CH:5]=[CH:6][CH:7]=1. Procedure details: To a solution of 1-Benzyl-4-benzyloxy-2-methyl-1H-indole (2) (35 g, 0.107 mole) in methanol (1 L) and ethyl acetate (500 mL), Pd/C (10%, 17 g) was added. Hydrogen was bubbled through the mixture at room pressure and temperature for 6 h. The reaction mixture was filtered through Celite. The filtrate was concentrated and the residue was purified by column chromatography (6:1 Hex:EtOAc) to afford intermediate (3) as an orange solid. Yield: 22 g (60%) Starting materials: tert-butyl ester, C(C)(C)(C)ON=C1CCN(CC1)C(=O)O (4-tert-butoxyimino-piperidine-1-carboxylic acid), solution, Cl (hydrochloric acid), O1CCOCC1 (dioxane), C(O)([O-])=O.[Na+] (sodium hydrogen carbonate). Solvent: ClCCl (dichloromethane), ClCCl (dichloromethane). Run at time 3 hour. Product: C(C)(C)(C)ON=C1CCNCC1 (piperidin-4-one O-tert-butyl-oxime). RXN SMILES: [C:1]([O:5][N:6]=[C:7]1[CH2:12][CH2:11][N:10](C(O)=O)[CH2:9][CH2:8]1)([CH3:4])([CH3:3])[CH3:2].Cl.O1CCOCC1.C(=O)([O-])O.[Na+]>ClCCl>[C:1]([O:5][N:6]=[C:7]1[CH2:8][CH2:9][NH:10][CH2:11][CH2:12]1)([CH3:4])([CH3:2])[CH3:3] |f:3.4|. Procedure: A solution of 34 ml of dichloromethane containing 0.9 g of tert-butyl ester of 4-tert-butoxyimino-piperidine-1-carboxylic acid is cooled to 0° C. 25 ml of a 4M solution of hydrochloric acid in dioxane (30 eq) is added. The reaction mixture is stirred at room temperature for 3 hours and then diluted by adding dichloromethane. A saturated solution of sodium hydrogen carbonate is then added until pH=8 is obtained. The aqueous phase is extracted three times with dichloromethane. The organic phases a... The reactants are O=C([O-])[O-], Cc1ccccc1, CCO, Clc1cc(Oc2ccc3cccnc3c2)ncn1, OB(O)c1ccc(OC(F)(F)F)cc1, [K+], [K+], [Na+], [OH-], O. The product is FC(F)(F)Oc1ccc(-c2cc(Oc3ccc4cccnc4c3)ncn2)cc1. Reaction SMILES: [C:40](=[O:41])([O-:42])[O-:43].[CH3:19][c:20]1[cH:21][cH:22][cH:23][cH:24][cH:25]1.[CH3:49][CH2:50][OH:51].[Cl:1][c:2]1[cH:3][c:4]([O:8][c:9]2[cH:10][cH:11][c:12]3[cH:13][cH:14][cH:15][n:16][c:17]3[cH:18]2)[n:5][cH:6][n:7]1.[F:26][C:27]([O:28][c:29]1[cH:30][cH:31][c:32]([B:35]([OH:36])[OH:37])[cH:33][cH:34]1)([F:38])[F:39].[K+:44].[K+:45].[Na+:48].[OH-:47].[OH2:46]>>[c:2]1(-[c:32]2[cH:31][cH:30][c:29]([O:28][C:27]([F:26])([F:38])[F:39])[cH:34][cH:33]2)[cH:3][c:4]([O:8][c:9]2[cH:10][cH:11][c:12]3[cH:13][cH:14][cH:15][n:16][c:17]3[cH:18]2)[n:5][cH:6][n:7]1. The reactants are CC(C(=O)O)N1OCC(O)C(N)C1=O, CC#N, [Na+], O=C([O-])O, O, O=C(Cl)Cc1ccccc1. Yields the product CC(C(=O)O)N1OCC(O)C(NC(=O)Cc2ccccc2)C1=O. RXN SMILES: [C:1](=[O:2])([OH:3])[CH:4]([CH3:5])[N:6]1[O:7][CH2:8][CH:9]([OH:14])[CH:10]([NH2:13])[C:11]1=[O:12].[CH3:30][C:31]#[N:32].[Na+:19].[O-:15][C:16]([OH:17])=[O:18].[OH2:33].[c:20]1([CH2:26][C:27](=[O:28])[Cl:29])[cH:21][cH:22][cH:23][cH:24][cH:25]1>>[C:1](=[O:2])([OH:3])[CH:4]([CH3:5])[N:6]1[O:7][CH2:8][CH:9]([OH:14])[CH:10]([NH:13][C:27]([CH2:26][c:20]2[cH:21][cH:22][cH:23][cH:24][cH:25]2)=[O:28])[C:11]1=[O:12]. Starting materials: C(C1=CC=CC=C1)N1CCN(CC1)[C@@H]1CN2CCC1CC2 ((3S)-3-(4-benzyl-1-piperazinyl)-1-azabicyclo[2.2.2]octane). The reagents and catalysts are [OH-].[OH-].[Pd+2] (Pd(OH)2). Run in CO (MeOH). Reaction conditions: time 6 hour. Yields the product N1(CCNCC1)[C@@H]1CN2CCC1CC2 ((3S)-3-(1-Piperazinyl)-1-azabicyclo[2.2.2]octane). As a reaction SMILES: C([N:8]1[CH2:13][CH2:12][N:11]([C@H:14]2[CH:19]3[CH2:20][CH2:21][N:16]([CH2:17][CH2:18]3)[CH2:15]2)[CH2:10][CH2:9]1)C1C=CC=CC=1>CO.[OH-].[OH-].[Pd+2]>[N:11]1([C@H:14]2[CH:19]3[CH2:18][CH2:17][N:16]([CH2:21][CH2:20]3)[CH2:15]2)[CH2:10][CH2:9][NH:8][CH2:13][CH2:12]1 |f:2.3.4|. Procedure details: A mixture of (3S)-3-(4-benzyl-1-piperazinyl)-1-azabicyclo[2.2.2]octane (1.25 g, 4.37 mmol) and 400 mg of Pd(OH)2 (20 wt % on carbon) in MeOH (60 mL) was stirred at room temperature under hydrogen atmosphere (4 atm) for 6 h. The reaction mixture was filtered through a pad of celite and the filtrate was concentrated in vacuo to give a product (850 mg, quant.).